Task: describe an organic reaction: reactants, conditions, products, and yield. Dataset: the Open Reaction Database (ORD), a public repository of structured organic reaction records The reactants are COC(=O)C(NC(=O)C(Cc1ccccn1)NC(=O)OC(C)(C)C)C(C)c1cn(C)c2ccccc12, O=C(O)C(F)(F)F. RXN SMILES: [CH3:1][O:2][C:3]([CH:4]([NH:5][C:6]([CH:7]([NH:8][C:9](=[O:10])[O:12][C:13]([CH3:14])([CH3:15])[CH3:36])[CH2:16][c:17]1[n:18][cH:19][cH:20][cH:21][cH:22]1)=[O:23])[CH:24]([c:25]1[cH:26][n:27]([CH3:34])[c:28]2[cH:29][cH:30][cH:31][cH:32][c:33]12)[CH3:35])=[O:11].[OH:37][C:38]([C:39]([F:40])([F:41])[F:42])=[O:43]>>[CH:4]1([CH:24]([c:25]2[cH:26][n:27]([CH3:34])[c:28]3[cH:29][cH:30][cH:31][cH:32][c:33]23)[CH3:35])[NH:5][C:6](=[O:23])[CH:7]([CH2:16][c:17]2[n:18][cH:19][cH:20][cH:21][cH:22]2)[NH:8][C:9]1=[O:10]. The product is CC(c1cn(C)c2ccccc12)C1NC(=O)C(Cc2ccccn2)NC1=O. Starting materials: C(C1=CC=CC=C1)N1C(=C(OC=C1)O)C1=CC=C(C=C1)F ((±)-N-benzyl-3-(4-fluorophenyl)-1,4-oxazin-2-ol), Formula VIII, BrC(C)C1=CC(=CC(=C1)C(F)(F)F)C(F)(F)F (1-(1-bromoethyl) 3,5-bis-trifluoromethyl-benzene), Formula VII, [H-].[Na+] (sodium hydride). Solvent: CS(=O)C (dimethyl sulfoxide), CS(=O)C (dimethylsulfoxide), CS(=O)C (dimethylsulfoxide). Conditions: temperature 70 celsius, time 2 hour. The product is C(C1=CC=CC=C1)N1[C@H]([C@@H](OCC1)OCCC1=CC(=CC(=C1)C(F)(F)F)C(F)(F)F)C1=CC=C(C=C1)F ((±)-Trans-4-Benzyl-2-[2-(3,5-Bis-Trifluoromethylphenyl)-Ethoxy]-3-(4-Fluorophenyl)Morpholine). The yield is 71.6%. RXN SMILES: [H-].[Na+].[CH2:3]([N:10]1[CH:15]=[CH:14][O:13][C:12]([OH:16])=[C:11]1[C:17]1[CH:22]=[CH:21][C:20]([F:23])=[CH:19][CH:18]=1)[C:4]1[CH:9]=[CH:8][CH:7]=[CH:6][CH:5]=1.Br[CH:25]([C:27]1[CH:32]=[C:31]([C:33]([F:36])([F:35])[F:34])[CH:30]=[C:29]([C:37]([F:40])([F:39])[F:38])[CH:28]=1)[CH3:26]>CS(C)=O>[CH2:3]([N:10]1[CH2:15][CH2:14][O:13][C@@H:12]([O:16][CH2:26][CH2:25][C:27]2[CH:28]=[C:29]([C:37]([F:38])([F:40])[F:39])[CH:30]=[C:31]([C:33]([F:34])([F:35])[F:36])[CH:32]=2)[C@@H:11]1[C:17]1[CH:18]=[CH:19][C:20]([F:23])=[CH:21][CH:22]=1)[C:4]1[CH:5]=[CH:6][CH:7]=[CH:8][CH:9]=1 |f:0.1|. Procedure: 3.76 g of sodium hydride and 300 ml of dimethylsulfoxide (DMSO) were charged into a clean and dry 4neck round bottom flask under nitrogen atmosphere, followed by heating to about 70° C. and was stirred for about 2 hours. Resultant reaction solution was cooled to about 30° C. and a solution of 30 g of (±)-N-benzyl-3-(4-fluorophenyl)-1,4-oxazin-2-ol of Formula VIII dissolved in 60 ml of dimethyl sulfoxide, a solution of 50 g of 1-(1-bromoethyl) 3,5-bis-trifluoromethyl-benzene of Formula VII dissol... Reactants: Cl.N1CCC(CC1)S(=O)(=O)N (piperidine-4-sulfonamide hydrochloride), ClC1=NC=C(C=N1)B(O)O ((2-chloropyrimidin-5-yl)boronic acid). Procedure: Prepared from piperidine-4-sulfonamide hydrochloride (1.27 g, 6.315 mmol) and (2-chloropyrimidin-5-yl)boronic acid (1 g, 6.32 mmol) in accordance with General Method C to give the title compound as an off-white semi-solid. HPLC-MS: m/z (M−H)+ 285.1, RT 0.14 minutes. Reaction SMILES: Cl.[NH:2]1[CH2:7][CH2:6][CH:5]([S:8]([NH2:11])(=[O:10])=[O:9])[CH2:4][CH2:3]1.Cl[C:13]1[N:18]=[CH:17][C:16]([B:19]([OH:21])[OH:20])=[CH:15][N:14]=1>>[S:8]([CH:5]1[CH2:6][CH2:7][N:2]([C:13]2[N:18]=[CH:17][C:16]([B:19]([OH:21])[OH:20])=[CH:15][N:14]=2)[CH2:3][CH2:4]1)(=[O:10])(=[O:9])[NH2:11] |f:0.1|. The product is S(N)(=O)(=O)C1CCN(CC1)C1=NC=C(C=N1)B(O)O ({2-[4-(Sulfamoyl)piperidin-1-yl]pyrimidin-5-yl}boronic acid). The reactants are FC(C1=C(CN2CCC(CC2)C=O)C=CC(=C1)C(F)(F)F)(F)F (1-[2,4-bis(trifluoromethyl)benzyl]piperidine-4-carbaldehyde), OCC(CNC1=NC(SC1)=O)(C)C (4-[(3-hydroxy-2,2-dimethylpropyl)amino]-1,3-thiazol-2(5H)-one), C(C)(=O)[O-].[NH2+]1CCCCC1 (piperidinium acetate). Run in CC(C)O (2-propanol). Conditions: temperature 60 celsius, time 8 hour. Product: FC(C1=C(CN2CCC(CC2)\C=C/2\C(=NC(S2)=O)NCC(CO)(C)C)C=CC(=C1)C(F)(F)F)(F)F ((5Z)-5-({1-[2,4-bis(trifluoromethyl)benzyl]piperidin-4-yl}methylidene)-4-[(3-hydroxy-2,2-dimethylpropyl)amino]-1,3-thiazol-2(5H)-one). The yield is 57.4%. Reaction SMILES: [F:1][C:2]([F:23])([F:22])[C:3]1[CH:17]=[C:16]([C:18]([F:21])([F:20])[F:19])[CH:15]=[CH:14][C:4]=1[CH2:5][N:6]1[CH2:11][CH2:10][CH:9]([CH:12]=O)[CH2:8][CH2:7]1.[OH:24][CH2:25][C:26]([CH3:36])([CH3:35])[CH2:27][NH:28][C:29]1[CH2:33][S:32][C:31](=[O:34])[N:30]=1.C([O-])(=O)C.[NH2+]1CCCCC1>CC(O)C>[F:23][C:2]([F:1])([F:22])[C:3]1[CH:17]=[C:16]([C:18]([F:21])([F:20])[F:19])[CH:15]=[CH:14][C:4]=1[CH2:5][N:6]1[CH2:11][CH2:10][CH:9](/[CH:12]=[C:33]2/[C:29]([NH:28][CH2:27][C:26]([CH3:36])([CH3:35])[CH2:25][OH:24])=[N:30][C:31](=[O:34])[S:32]/2)[CH2:8][CH2:7]1 |f:2.3|. Procedure details: To a solution of 1-[2,4-bis(trifluoromethyl)benzyl]piperidine-4-carbaldehyde (1.00 g) in 2-propanol (15 mL) were added 4-[(3-hydroxy-2,2-dimethylpropyl)amino]-1,3-thiazol-2(5H)-one (1.19 g) and piperidinium acetate (0.44 g). The reaction mixture was stirred at 60° C. overnight and concentrated. Water was added to the residue, and the mixture was extracted with ethyl acetate. The extract was washed with water and saturated brine, and dried over anhydrous magnesium sulfate, and the solvent was eva... Procedure details: Sodium hydride (2.54 g., 0.106 mol, 2.5 equiv.; 80% dispersion, unwashed) is suspended in 75 mL of DMSO. A solution of 2,3-dihydroxybenzaldehyde (5.84 g., 42.3 mmol, 1 equiv.) in 30 mL of DMSO is added dropwise with water bath cooling, and the mixture allowed to stir 1 hr. at room temperature. A solution of 2-chloromethyl-5,5,8,8-tetramethyl-5,6,7,8-tetrahydronaphthalene (18a) (10 g., 42.3 mmol, 1 equiv.) is added and the mixture is allowed to stir overnight at room temperature. The mixture is t... Conditions: time 1 hour. Yields the product CC1(C=2C=CC(=CC2C(CC1)(C)C)COC1=C(C(C=O)=CC=C1)O)C (3-(5,5,8,8-tetramethyl-5,6,7,8-tetrahydro-2-naphthalenyl)methoxy-salicylaldehyde). RXN SMILES: [H-].[Na+].[OH:3][C:4]1[C:11]([OH:12])=[CH:10][CH:9]=[CH:8][C:5]=1[CH:6]=[O:7].Cl[CH2:14][C:15]1[CH:24]=[CH:23][C:22]2[C:21]([CH3:26])([CH3:25])[CH2:20][CH2:19][C:18]([CH3:28])([CH3:27])[C:17]=2[CH:16]=1.[Cl-].[NH4+]>CS(C)=O>[CH3:25][C:21]1([CH3:26])[CH2:20][CH2:19][C:18]([CH3:28])([CH3:27])[C:17]2[CH:16]=[C:15]([CH2:14][O:12][C:11]3[CH:10]=[CH:9][CH:8]=[C:5]([CH:6]=[O:7])[C:4]=3[OH:3])[CH:24]=[CH:23][C:22]1=2 |f:0.1,4.5|. Starting materials: OC1=C(C=O)C=CC=C1O (2,3-dihydroxybenzaldehyde), [H-].[Na+] (Sodium hydride), [Cl-].[NH4+] (ammonium chloride), ClCC1=CC=2C(CCC(C2C=C1)(C)C)(C)C (2-chloromethyl-5,5,8,8-tetramethyl-5,6,7,8-tetrahydronaphthalene). The solvent is CS(=O)C (DMSO), CS(=O)C (DMSO). The reactants are CCOC(=O)c1c(C)ncn(-c2ccc(Cl)cc2)c1=O, O, O=S(=O)(O)O. Yields the product Cc1ncn(-c2ccc(Cl)cc2)c(=O)c1C(=O)O. Reaction SMILES: [Cl:6][c:7]1[cH:8][cH:9][c:10](-[n:13]2[cH:14][n:15][c:16]([CH3:25])[c:17]([C:20](=[O:21])[O:22][CH2:23][CH3:24])[c:18]2=[O:19])[cH:11][cH:12]1.[OH2:26].[S:1](=[O:2])(=[O:3])([OH:4])[OH:5]>>[Cl:6][c:7]1[cH:8][cH:9][c:10](-[n:13]2[cH:14][n:15][c:16]([CH3:25])[c:17]([C:20](=[O:21])[OH:22])[c:18]2=[O:19])[cH:11][cH:12]1. Reactants: CN(C)C, Cc1ccccc1, FC(F)(F)COc1ccnc(Cl)n1. The product is N#Cc1nccc(OCC(F)(F)F)n1. RXN SMILES: [CH3:14][N:15]([CH3:16])[CH3:17].[CH3:18][c:19]1[cH:20][cH:21][cH:22][cH:23][cH:24]1.[Cl:1][c:2]1[n:3][cH:4][cH:5][c:6]([O:8][CH2:9][C:10]([F:11])([F:12])[F:13])[n:7]1>>[c:2]1([C:14]#[N:15])[n:3][cH:4][cH:5][c:6]([O:8][CH2:9][C:10]([F:11])([F:12])[F:13])[n:7]1.